Dataset: the Open Reaction Database (ORD), a public repository of structured organic reaction records. Task: describe an organic reaction: reactants, conditions, products, and yield Reactants: O=C([O-])[O-], CNC, CC#N, CC(c1ccccc1)N1CCOC(c2ccc(NC(=O)CCl)cc2)C1, Cl, [K+], [K+], C1CCOC1. Product: CC(c1ccccc1)N1CCOC(c2ccc(NC(=O)CN(C)C)cc2)C1. As a reaction SMILES: [C:26](=[O:27])([O-:28])[O-:29].[CH3:33][NH:34][CH3:35].[CH3:41][C:42]#[N:43].[Cl:1][CH2:2][C:3](=[O:4])[NH:5][c:6]1[cH:7][cH:8][c:9]([CH:12]2[O:13][CH2:14][CH2:15][N:16]([CH:18]([CH3:19])[c:20]3[cH:21][cH:22][cH:23][cH:24][cH:25]3)[CH2:17]2)[cH:10][cH:11]1.[ClH:32].[K+:30].[K+:31].[O:36]1[CH2:37][CH2:38][CH2:39][CH2:40]1>>[CH2:2]([C:3](=[O:4])[NH:5][c:6]1[cH:7][cH:8][c:9]([CH:12]2[O:13][CH2:14][CH2:15][N:16]([CH:18]([CH3:19])[c:20]3[cH:21][cH:22][cH:23][cH:24][cH:25]3)[CH2:17]2)[cH:10][cH:11]1)[N:34]([CH3:33])[CH3:35].